describe an organic reaction: reactants, conditions, products, and yield From a dataset of the Open Reaction Database (ORD), a public repository of structured organic reaction records. Starting materials: C1(CC1)N(C(=O)C1=CC=2C(=NC(=C3C2N(C=N3)C)NC=3SC(=C(N3)CC)C(=O)OC)N1CC)C1CC1 (methyl 2-(7-(dicyclopropylcarbamoyl)-6-ethyl-1-methyl-1,6-dihydroimidazo[4,5-d]pyrrolo[2,3-b]pyridin-4-ylamino)-4-ethylthiazole-5-carboxylate), [OH-].[Na+] (NaOH), Cl (HCl). Solvent: O (water), CO (MeOH). Conditions: temperature 65 celsius, time 18 hour. Yields the product C1(CC1)N(C(=O)C1=CC=2C(=NC(=C3C2N(C=N3)C)NC=3SC(=C(N3)CC)C(=O)O)N1CC)C1CC1 (2-(7-(dicyclopropylcarbamoyl)-6-ethyl-1-methyl-1,6-dihydroimidazo[4,5-d]pyrrolo[2,3-b]pyridin-4-ylamino)-4-ethylthiazole-5-carboxylic acid). Yield: 125.8%. As a reaction SMILES: [CH:1]1([N:4]([CH:34]2[CH2:36][CH2:35]2)[C:5]([C:7]2[N:31]([CH2:32][CH3:33])[C:10]3=[N:11][C:12]([NH:19][C:20]4[S:21][C:22]([C:27]([O:29]C)=[O:28])=[C:23]([CH2:25][CH3:26])[N:24]=4)=[C:13]4[N:17]=[CH:16][N:15]([CH3:18])[C:14]4=[C:9]3[CH:8]=2)=[O:6])[CH2:3][CH2:2]1.[OH-].[Na+].Cl>CO.O>[CH:1]1([N:4]([CH:34]2[CH2:36][CH2:35]2)[C:5]([C:7]2[N:31]([CH2:32][CH3:33])[C:10]3=[N:11][C:12]([NH:19][C:20]4[S:21][C:22]([C:27]([OH:29])=[O:28])=[C:23]([CH2:25][CH3:26])[N:24]=4)=[C:13]4[N:17]=[CH:16][N:15]([CH3:18])[C:14]4=[C:9]3[CH:8]=2)=[O:6])[CH2:3][CH2:2]1 |f:1.2|. Procedure details: To a stirred solution of methyl 2-(7-(dicyclopropylcarbamoyl)-6-ethyl-1-methyl-1,6-dihydroimidazo[4,5-d]pyrrolo[2,3-b]pyridin-4-ylamino)-4-ethylthiazole-5-carboxylate (example 71A, 103 mg, 0.203 mmol) in MeOH (2 mL) was added NaOH (1.420 mL, 1.420 mmol). The solution was then stirred at 65° C. for 18 hrs. The reaction mixture was then cooled to room temperature and concentrated in vacuo to afford yellow slurry. The mixture was then diluted with water, brought to pH 4 with 1N HCl, and the precipi... Reactants: BrB(Br)Br, COc1ccc(Cc2ccc(-c3ncco3)cc2)cc1, ClCCl. The product is Oc1ccc(Cc2ccc(-c3ncco3)cc2)cc1. Reaction SMILES: [B:21]([Br:22])([Br:23])[Br:24].[CH3:1][O:2][c:3]1[cH:4][cH:5][c:6]([CH2:9][c:10]2[cH:11][cH:12][c:13](-[c:16]3[o:17][cH:18][cH:19][n:20]3)[cH:14][cH:15]2)[cH:7][cH:8]1.[Cl:25][CH2:26][Cl:27]>>[OH:2][c:3]1[cH:4][cH:5][c:6]([CH2:9][c:10]2[cH:11][cH:12][c:13](-[c:16]3[o:17][cH:18][cH:19][n:20]3)[cH:14][cH:15]2)[cH:7][cH:8]1. Yields the product NC1=C(C(C2=C(N=C(N=C2)NC2=C(C=C(C=C2)C2CCN(CC2)CCOC)OC)N1CC(C)(C)O)=O)C(=O)N (7-Amino-8-(2-hydroxy-2-methylpropyl)-2-{2-methoxy-4-[1-(2-methoxyethyl)piperid-4-yl]phenylamino}-5-oxo-5,8-dihydropyrido[2,3-d]pyrimidine-6-carboxamide). Starting materials: NC1=C(C(C2=C(N=C(N=C2)NC2=C(C=C(C=C2)C2CCN(CC2)CCCl)OC)N1CC(C)(C)O)=O)C(=O)N (7-Amino-2-{4-[1-(2-chloroethyl)piperid-4-yl]-2-methoxyphenylamino}-8-(2-hydroxy-2-methylpropyl)-5-oxo-5,8-dihydropyrido[2,3-d]pyrimidine-6-carboxamide), C(=O)([O-])[O-].[K+].[K+] (K2CO3). RXN SMILES: [NH2:1][C:2]1[N:29]([CH2:30][C:31]([OH:34])([CH3:33])[CH3:32])[C:6]2[N:7]=[C:8]([NH:11][C:12]3[CH:17]=[CH:16][C:15]([CH:18]4[CH2:23][CH2:22][N:21]([CH2:24][CH2:25]Cl)[CH2:20][CH2:19]4)=[CH:14][C:13]=3[O:27][CH3:28])[N:9]=[CH:10][C:5]=2[C:4](=[O:35])[C:3]=1[C:36]([NH2:38])=[O:37].[C:39]([O-])([O-])=[O:40].[K+].[K+]>CO>[NH2:1][C:2]1[N:29]([CH2:30][C:31]([OH:34])([CH3:33])[CH3:32])[C:6]2[N:7]=[C:8]([NH:11][C:12]3[CH:17]=[CH:16][C:15]([CH:18]4[CH2:23][CH2:22][N:21]([CH2:24][CH2:25][O:40][CH3:39])[CH2:20][CH2:19]4)=[CH:14][C:13]=3[O:27][CH3:28])[N:9]=[CH:10][C:5]=2[C:4](=[O:35])[C:3]=1[C:36]([NH2:38])=[O:37] |f:1.2.3|. The solvent is CO (methanol). The yield is 75.5%. Procedure: To a suspension of 0.29 g (0.54 mmol) of the product prepared in step 22.1 in 9 mL of anhydrous methanol is added 0.37 g (2.68 mmol) of K2CO3, and the mixture is refluxed for 1 hour. It is evaporated to dryness and the residue is taken up in water and CH2Cl2. The organic phase is dried over MgSO4, filtered and concentrated under vacuum. The crude product is purified by chromatography on a column of silica, eluting with a dichloromethane/methanol gradient (90/10). After triturating in methanol, 0... The reactants are FC1=C(C#N)C=C(C=C1)C (2-fluoro-5-methylbenzonitrile), CC(C)([O-])C.[K+] (potassium tert-butoxide), CC(C)=NO (acetone oxime), C([O-])([O-])=O.[Na+].[Na+] (sodium carbonate), Cl (HCl), [OH-].[Na+] (NaOH). Solvent: C1CCOC1 (THF), C1CCOC1 (THF), O (H2O), CCO (EtOH). Reaction conditions: time 20 minute. The product is CC=1C=CC2=C(C(=NO2)N)C1 (5-methyl-benzo[d]isoxazol-3-ylamine). RXN SMILES: CC(C)([O-])C.[K+].CC(=[N:10]O)C.FC1[CH:20]=[CH:19][C:18]([CH3:21])=[CH:17][C:14]=1[C:15]#[N:16].Cl.[C:23](=[O:26])([O-])[O-].[Na+].[Na+].[OH-].[Na+]>C1COCC1.O.CCO>[CH3:21][C:18]1[CH:19]=[CH:20][C:23]2[O:26][N:10]=[C:15]([NH2:16])[C:14]=2[CH:17]=1 |f:0.1,5.6.7,8.9|. Reported procedure: To a solution of 1 M potassium tert-butoxide in THF (40.7 mL, 40.7 mmol) was added acetone oxime (2.97 g, 40.7 mmol) in one portion. After stirring for 20 min at rt, a solution of 2-fluoro-5-methylbenzonitrile (5.0 g, 37.0 mmol) in THF (30 mL) was slowly added from an addition funnel. After stirring for 3 hrs at room temperature, the mixture was heated at 60° C. overnight. A dark brown solution was obtained. The reaction was quenched with water (10 mL). The reaction mixture was partitioned betwe... The reactants are Cl.Cl.CC1=NC2=C(N1C1C[C@H]3CC[C@@H](C1)N3CCC3(CCNCC3)C=3C=C(C=CC3)CO)C=CC=C2 ([3-(4-{2-[(1R,5S)-3-(2-methyl-1H-benzimidazol-1-yl)-8-azabicyclo[3.2.1]oct-8-yl]ethyl}-4-piperidinyl) phenyl]methanol dihydrochloride), CC(CC(=O)Cl)C (Dimethyl-propionyl chloride), CCN(C(C)C)C(C)C (DIEA), C(Cl)Cl (DCM). Product: CC(C(=O)N1CCC(CC1)(CCN1[C@H]2CC(C[C@@H]1CC2)N2C(=NC1=C2C=CC=C1)C)C=1C=C(C=CC1)CO)(C)C ([3-(1-(2,2-dimethylpropanoyl)-4-{2-[(1R,5S)-3-(2-methyl-1H-benzimidazol-1-yl)-8-azabicyclo[3.2.1]oct-8-yl]ethyl}-4-piperidinyl)phenyl]methanol). Yield: 71.0%. RXN SMILES: Cl.Cl.[CH3:3][C:4]1[N:8]([CH:9]2[CH2:15][C@H:14]3[N:16]([CH2:17][CH2:18][C:19]4([C:25]5[CH:26]=[C:27]([CH2:31][OH:32])[CH:28]=[CH:29][CH:30]=5)[CH2:24][CH2:23][NH:22][CH2:21][CH2:20]4)[C@H:11]([CH2:12][CH2:13]3)[CH2:10]2)[C:7]2[CH:33]=[CH:34][CH:35]=[CH:36][C:6]=2[N:5]=1.CC(C)C[C:40](Cl)=[O:41].CCN([CH:50]([CH3:52])[CH3:51])C(C)C.[CH2:53](Cl)Cl>>[CH3:51][C:50]([CH3:52])([CH3:53])[C:40]([N:22]1[CH2:23][CH2:24][C:19]([C:25]2[CH:26]=[C:27]([CH2:31][OH:32])[CH:28]=[CH:29][CH:30]=2)([CH2:18][CH2:17][N:16]2[C@H:11]3[CH2:12][CH2:13][C@@H:14]2[CH2:15][CH:9]([N:8]2[C:7]4[CH:33]=[CH:34][CH:35]=[CH:36][C:6]=4[N:5]=[C:4]2[CH3:3])[CH2:10]3)[CH2:20][CH2:21]1)=[O:41] |f:0.1.2|. Procedure: [3-(4-{2-[(1R,5S)-3-(2-methyl-1H-benzimidazol-1-yl)-8-azabicyclo[3.2.1]oct-8-yl]ethyl}-4-piperidinyl) phenyl]methanol dihydrochloride (0.100 g, 0.188 mmol), Dimethyl-propionyl chloride (0.024 g, 0.188 mmol) and DIEA (0.069 g, 0.534 mmol) were stirred at room temperature in DCM (3 ml) for 2 hours. Solvent was removed and compound was purified by RP-HPLC to give the title compound, [3-(1-(2,2-dimethylpropanoyl)-4-{2-[(1R,5S)-3-(2-methyl-1H-benzimidazol-1-yl)-8-azabicyclo[3.2.1]oct-8-yl]ethyl}-4-pi... Starting materials: C1CCC2=NCCCN2CC1, COc1nc2ccccc2nc1NC(=O)Oc1ccccc1, C1CCOC1, c1ccc(N2CCNCC2)cc1. Yields the product COc1nc2ccccc2nc1NC(=O)N1CCN(c2ccccc2)CC1. As a reaction SMILES: [CH2:35]1[CH2:36][CH2:37][C:38]2=[N:43][CH2:42][CH2:41][CH2:40][N:39]2[CH2:44][CH2:45]1.[CH3:1][O:2][c:3]1[n:4][c:5]2[cH:6][cH:7][cH:8][cH:9][c:10]2[n:11][c:12]1[NH:13][C:14]([O:15][c:16]1[cH:17][cH:18][cH:19][cH:20][cH:21]1)=[O:22].[O:46]1[CH2:47][CH2:48][CH2:49][CH2:50]1.[c:23]1([N:29]2[CH2:30][CH2:31][NH:32][CH2:33][CH2:34]2)[cH:24][cH:25][cH:26][cH:27][cH:28]1>>[CH3:1][O:2][c:3]1[n:4][c:5]2[cH:6][cH:7][cH:8][cH:9][c:10]2[n:11][c:12]1[NH:13][C:14](=[O:22])[N:32]1[CH2:31][CH2:30][N:29]([c:23]2[cH:24][cH:25][cH:26][cH:27][cH:28]2)[CH2:34][CH2:33]1. Reactants: CC(=O)c1c[nH]c2cn[nH]c2c1=O, O=P(Cl)(Cl)Cl. The product is CC(=O)c1cnc2cn[nH]c2c1Cl. Reaction SMILES: [C:1]([CH3:2])(=[O:3])[c:4]1[c:5](=[O:13])[c:6]2[c:7]([nH:8][cH:9]1)[cH:10][n:11][nH:12]2.[P:14]([Cl:15])([Cl:16])([Cl:17])=[O:18]>>[C:1]([CH3:2])(=[O:3])[c:4]1[c:5]([Cl:16])[c:6]2[c:7]([n:8][cH:9]1)[cH:10][n:11][nH:12]2. Reactants: C(C)C1=CC=NC=C1 (4-ethylpyridine), C(C1=CC=CC=C1)Br (benzyl bromide), [BH4-].[Na+] (sodium borohydride). Run in C(C)O (ethanol), CN(C=O)C (dimethylformamide). Run at time 2 hour. Product: C(C1=CC=CC=C1)N1CCC(=CC1)CC (1-Benzyl-4-ethyl-1,2,3,6-tetrahydropyridine). The yield is 34.1%. Reaction SMILES: [CH2:1]([C:3]1[CH:8]=[CH:7][N:6]=[CH:5][CH:4]=1)[CH3:2].[CH2:9](Br)[C:10]1[CH:15]=[CH:14][CH:13]=[CH:12][CH:11]=1.[BH4-].[Na+]>CN(C)C=O.C(O)C>[CH2:9]([N:6]1[CH2:7][CH:8]=[C:3]([CH2:1][CH3:2])[CH2:4][CH2:5]1)[C:10]1[CH:15]=[CH:14][CH:13]=[CH:12][CH:11]=1 |f:2.3|. Procedure details: A solution of 4-ethylpyridine (3.0 g, 28 mmol) in anhydrous dimethylformamide (10 ml) was treated with benzyl bromide (3.7 ml, 31 mmol) and the mixture was stirred at room temperature for two hours. The reaction mixture was diluted with absolute ethanol (60 ml), treated with sodium borohydride (1.3 g, 35 mmol) and stirred at reflux for one hour. The solvent was evaporated in vacuo and the residue partitioned between dichloromethane and water. The organic phase was separated, dried (MgSO4) and ev...